Dataset: the Open Reaction Database (ORD), a public repository of structured organic reaction records. Task: describe an organic reaction: reactants, conditions, products, and yield Starting materials: COC(=O)C(CC1CCCC1)n1ncc(Oc2nc(C)cc(C)n2)c(Cl)c1=O, CCO, O=C[O-], [NH4+]. Product: COC(=O)C(CC1CCCC1)n1ncc(Oc2nc(C)cc(C)n2)cc1=O. As a reaction SMILES: [CH3:1][O:2][C:3]([CH:4]([CH2:5][CH:6]1[CH2:7][CH2:8][CH2:9][CH2:10]1)[n:11]1[n:12][cH:13][c:14]([O:19][c:20]2[n:21][c:22]([CH3:27])[cH:23][c:24]([CH3:26])[n:25]2)[c:15]([Cl:18])[c:16]1=[O:17])=[O:28].[CH3:33][CH2:34][OH:35].[CH:29]([O-:30])=[O:31].[NH4+:32]>>[CH3:1][O:2][C:3]([CH:4]([CH2:5][CH:6]1[CH2:7][CH2:8][CH2:9][CH2:10]1)[n:11]1[n:12][cH:13][c:14]([O:19][c:20]2[n:21][c:22]([CH3:27])[cH:23][c:24]([CH3:26])[n:25]2)[cH:15][c:16]1=[O:17])=[O:28]. Starting materials: O (water), [OH-].[Na+] (sodium hydroxide), ClC1(CC1)CC(=O)CC1(CC1)Cl (1-chlorocyclopropylmethyl ketone), ClC1=CC=C(C=O)C=C1 (4-chlorobenzaldehyde). The solvent is C(C)O (ethanol). Run at time 16 hour. Product: ClC1=CC=C(C=C1)C=CC(=O)C1(CC1)Cl (1-chlorocyclopropyl 4-chlorophenyl-ethenyl ketone). Yield: 89.0%. Reaction SMILES: [OH2:1].[OH-].[Na+].Cl[C:5]1([CH2:8][C:9]([CH2:11][C:12]2([Cl:15])[CH2:14][CH2:13]2)=O)[CH2:7][CH2:6]1.[Cl:16][C:17]1C=CC(C=O)=[CH:19][CH:18]=1>C(O)C>[Cl:16][C:17]1[CH:6]=[CH:7][C:5]([CH:8]=[CH:9][C:11]([C:12]2([Cl:15])[CH2:13][CH2:14]2)=[O:1])=[CH:19][CH:18]=1 |f:1.2|. Procedure details: 50 ml of water and 10 pellets of solid sodium hydroxide are added at room temperature to a mixture of 60 g (0.5 mol) of 1-chlorocyclopropylmethyl ketone, 70 g (0.5 mol) of 4-chlorobenzaldehyde and 250 ml of ethanol. The mixture is stirred at room temperature for 16 hours. The precipitated solid is then filtered off with suction. In this manner, 108.5 g (89% of theory) of 1-chlorocyclopropyl 4-chlorophenyl-ethenyl ketone are obtained in the form of a solid substance of melting point 92° C. Reactants: C1(CCC1)C1=NN=C(O1)NC1=CC=C(C=C1)C1=CC=C(C=C1)C12OCC(CC1)(CC2)CC(=O)OC (methyl 2-(1-(4′-((5-cyclobutyl-1,3,4-oxadiazol-2-yl)amino)-[1,1′-biphenyl]-4-yl)-2-oxabicyclo[2.2.2]octan-4-yl)acetate), O.[OH-].[Li+] (lithium hydroxide monohydrate), O1CCCC1 (tetrahydrofuran), C(C)O (ethanol). The solvent is O (water). Run at temperature 50 celsius, time 2 hour. Product: C1(CCC1)C1=NN=C(O1)NC1=CC=C(C=C1)C1=CC=C(C=C1)C12OCC(CC1)(CC2)CC(=O)O ({1-[4′-(5-cyclobutyl-[1,3,4]oxadiazol-2-ylamino)-biphenyl-4-yl]-2-oxa-bicyclo[2.2.2]oct-4-yl}-acetic acid). Isolated yield 38.4%. Reaction SMILES: [CH:1]1([C:5]2[O:9][C:8]([NH:10][C:11]3[CH:16]=[CH:15][C:14]([C:17]4[CH:22]=[CH:21][C:20]([C:23]56[CH2:30][CH2:29][C:26]([CH2:31][C:32]([O:34]C)=[O:33])([CH2:27][CH2:28]5)[CH2:25][O:24]6)=[CH:19][CH:18]=4)=[CH:13][CH:12]=3)=[N:7][N:6]=2)[CH2:4][CH2:3][CH2:2]1.O.[OH-].[Li+].O1CCCC1.C(O)C>O>[CH:1]1([C:5]2[O:9][C:8]([NH:10][C:11]3[CH:12]=[CH:13][C:14]([C:17]4[CH:22]=[CH:21][C:20]([C:23]56[CH2:28][CH2:27][C:26]([CH2:31][C:32]([OH:34])=[O:33])([CH2:29][CH2:30]5)[CH2:25][O:24]6)=[CH:19][CH:18]=4)=[CH:15][CH:16]=3)=[N:7][N:6]=2)[CH2:2][CH2:3][CH2:4]1 |f:1.2.3|. Procedure: A flask was charged with methyl 2-(1-(4′-((5-cyclobutyl-1,3,4-oxadiazol-2-yl)amino)-[1,1′-biphenyl]-4-yl)-2-oxabicyclo[2.2.2]octan-4-yl)acetate (0.040 g, 0.034 mmol), lithium hydroxide monohydrate (0.043 g, 1.040 mmol), tetrahydrofuran (1 ml), ethanol (0.3 ml) and water (0.3 ml), and stirred at 50° C. for 2 hours. The mixture was purified by HPLC (0.1% NH4OH, 10-50% acetonitrile/water, 20 minutes run, retention time ˜7 minutes) to afford {1-[4′-(5-cyclobutyl-[1,3,4]oxadiazol-2-ylamino)-biphenyl-... The reactants are C1(CC1)C1=NC2=C(N1C)C=C(C=C2)N2C(C=C(C=C2)O)=O (1-(2-cyclopropyl-1-methyl-1H-benzimidazol-6-yl)-4-hydroxypyridin-2(1H)-one), BrC=1N=C(SC1)CO ((4-bromo-1,3-thiazol-2-yl)methanol), C1(=CC=CC=C1)P(C1=CC=CC=C1)C1=CC=CC=C1 (triphenylphosphine), N(=NC(=O)OCCOC)C(=O)OCCOC (bis(2-methoxyethyl) azodicarboxylate). Run in C1CCOC1 (THF), O (water). Run at time 3 hour. The product is BrC=1N=C(SC1)COC1=CC(N(C=C1)C=1C=CC2=C(N(C(=N2)C2CC2)C)C1)=O (4-((4-Bromo-1,3-thiazol-2-yl)methoxy)-1-(2-cyclopropyl-1-methyl-1H-benzimidazol-6-yl)pyridin-2(1H)-one). Isolated yield 27.2%. As a reaction SMILES: [CH:1]1([C:4]2[N:8]([CH3:9])[C:7]3[CH:10]=[C:11]([N:14]4[CH:19]=[CH:18][C:17]([OH:20])=[CH:16][C:15]4=[O:21])[CH:12]=[CH:13][C:6]=3[N:5]=2)[CH2:3][CH2:2]1.[Br:22][C:23]1[N:24]=[C:25]([CH2:28]O)[S:26][CH:27]=1.C1(P(C2C=CC=CC=2)C2C=CC=CC=2)C=CC=CC=1.N(C(OCCOC)=O)=NC(OCCOC)=O>C1COCC1.O>[Br:22][C:23]1[N:24]=[C:25]([CH2:28][O:20][C:17]2[CH:18]=[CH:19][N:14]([C:11]3[CH:12]=[CH:13][C:6]4[N:5]=[C:4]([CH:1]5[CH2:2][CH2:3]5)[N:8]([CH3:9])[C:7]=4[CH:10]=3)[C:15](=[O:21])[CH:16]=2)[S:26][CH:27]=1. Procedure: To a solution of 1-(2-cyclopropyl-1-methyl-1H-benzimidazol-6-yl)-4-hydroxypyridin-2(1H)-one (289 mg), (4-bromo-1,3-thiazol-2-yl)methanol (399 mg) and triphenylphosphine (808 mg) in THF (8 ml) was added bis(2-methoxyethyl) azodicarboxylate (722 mg), and the mixture was stirred at room temperature for 3 h. The mixture was poured into water and extracted with EtOAc. The extract was washed with brine, dried over MgSO4, concentrated and purified by silica gel column chromatography (hexane/EtOAc then ... Starting materials: COc1ccc(CN2C(=O)SCC2C2(OC)CC3CC(CCCC=CCCCCC(=O)O3)O2)cc1, COc1ccc(CN2C(=O)SCC2C2(OC)CC3CC(CCCC=CCCC(C)=CC(=O)O3)O2)cc1. Yields the product COc1ccc(CN2C(=O)SCC2C2(OC)CC3CC(CCCCCCCCCC(=O)O3)O2)cc1. As a reaction SMILES: [CH3:1][O:2][C:3]1([CH:21]2[N:22]([CH2:27][c:28]3[cH:29][cH:30][c:31]([O:34][CH3:35])[cH:32][cH:33]3)[C:23](=[O:26])[S:24][CH2:25]2)[O:4][CH:5]2[CH2:6][CH2:7][CH2:8][CH:9]=[CH:10][CH2:11][CH2:12][CH2:13][CH2:14][C:15](=[O:20])[O:16][CH:17]([CH2:18]1)[CH2:19]2.[CH3:36][O:37][C:38]1([CH:39]2[CH2:40][S:41][C:42](=[O:43])[N:44]2[CH2:45][c:46]2[cH:47][cH:48][c:49]([O:50][CH3:51])[cH:52][cH:53]2)[CH2:54][CH:55]2[CH2:56][CH:57]([CH2:58][CH2:59][CH2:60][CH:61]=[CH:62][CH2:63][CH2:64][C:65]([CH3:66])=[CH:67][C:68](=[O:69])[O:70]2)[O:71]1>>[CH3:1][O:2][C:3]1([CH:21]2[N:22]([CH2:27][c:28]3[cH:29][cH:30][c:31]([O:34][CH3:35])[cH:32][cH:33]3)[C:23](=[O:26])[S:24][CH2:25]2)[O:4][CH:5]2[CH2:6][CH2:7][CH2:8][CH2:9][CH2:10][CH2:11][CH2:12][CH2:13][CH2:14][C:15](=[O:20])[O:16][CH:17]([CH2:18]1)[CH2:19]2. Reactants: C1[C@H]([C@@H]([C@H]([C@@H]([C@H]1N)O[C@@H]2[C@@H]([C@H]([C@@H]([C@H](O2)CO)O)O)N)O[C@H]3[C@@H]([C@@H]([C@H](O3)CO)O[C@@H]4[C@@H]([C@H]([C@@H]([C@@H](O4)CN)O)O)N)O)O)N.OS(=O)(=O)O (paromomycin sulfate), C(C1=CC=CC=C1)OC(=O)NC(=NC(=O)OCC1=CC=CC=C1)N1N=CC=C1 (N,N′-bis(benzyloxycarbonyl)-1H-pyrazole-1-carboxamidine), CCN(C(C)C)C(C)C (DIPEA). Solvent: CN(C)C=O (DMF). Conditions: temperature 80 celsius, time 8 hour. Yields the product C(=O)(OCC1=CC=CC=C1)N(C(=NC(=O)OCC1=CC=CC=C1)N)CC[C@@H](C(=O)O)O (N,N′-bis-Cbz-2(S)-hydroxy-4-guanidino-butyric acid). Reaction SMILES: C1[C@H](N)[C@@H](O[C@H]2O[C@H](CO)[C@@H](O)[C@H](O)[C@H]2N)[C@H]([O:20][C@@H:21]2[O:25][C@H:24](CO)[C@@H:23](O[C@H]3O[C@@H](CN)[C@@H](O)[C@H](O)[C@H]3N)[C@H:22]2[OH:40])[C@@H](O)[C@@H]1N.OS(O)(=O)=O.[CH2:48]([O:55][C:56]([NH:58][C:59]([N:71]1C=CC=N1)=[N:60][C:61]([O:63][CH2:64][C:65]1[CH:70]=[CH:69][CH:68]=[CH:67][CH:66]=1)=[O:62])=[O:57])[C:49]1[CH:54]=[CH:53][CH:52]=[CH:51][CH:50]=1.CCN(C(C)C)C(C)C>CN(C=O)C>[C:56]([N:58]([CH2:24][CH2:23][C@H:22]([OH:40])[C:21]([OH:25])=[O:20])[C:59]([NH2:71])=[N:60][C:61]([O:63][CH2:64][C:65]1[CH:66]=[CH:67][CH:68]=[CH:69][CH:70]=1)=[O:62])([O:55][CH2:48][C:49]1[CH:50]=[CH:51][CH:52]=[CH:53][CH:54]=1)=[O:57] |f:0.1|. Reported procedure: To a stirring solution of 2(S)-hydroxy-4-amino-butyric acid (1, 0.059 g, 0.50 mmol) in DMF (2 ml) was added N,N′-bis(benzyloxycarbonyl)-1H-pyrazole-1-carboxamidine (0.26 g, 0.70 mmol) followed by DIPEA (0.87 mL, 4.99 mmol) and the reaction was heated to 80° C. and stirred overnight. The crude mixture was purified on a 2-inch reverse-phase HPLC column to yield N,N′-bis-Cbz-2(S)-hydroxy-4-guanidino-butyric acid (2): MS: m/z (M+H)+ calc. 430.15, obs. 430.1. Reactants: O=S1(N=C(NC2=C1C=CC=C2)C=2C(N(C1=CC=CC=C1C2O)N=C2CC(CC2)C)=O)=O (3-(1,1-dioxido-4H-1,2,4-benzothiadiazin-3-yl)-4-hydroxy-1-{[3-methylcyclopentylidene]amino}quinolin-2(1H)-one), CO (methanol), solution, [BH4-].[Li+] (lithium borohydride), Cl (hydrochloric acid). The solvent is O1CCCC1 (tetrahydrofuran), O1CCCC1 (tetrahydrofuran), O (water). Reaction conditions: temperature 25 celsius, time 1 hour. Product: O=S1(N=C(NC2=C1C=CC=C2)C=2C(N(C1=CC=CC=C1C2O)NC2CC(CC2)C)=O)=O (3-(1,1-dioxido-4H-1,2,4-benzothiadiazin-3-yl)-4-hydroxy-1-{[3-methylcyclopentyl]amino}quinolin-2(1H)-one). As a reaction SMILES: [O:1]=[S:2]1(=[O:31])[C:7]2[CH:8]=[CH:9][CH:10]=[CH:11][C:6]=2[NH:5][C:4]([C:12]2[C:13](=[O:30])[N:14]([N:23]=[C:24]3[CH2:28][CH2:27][CH:26]([CH3:29])[CH2:25]3)[C:15]3[C:20]([C:21]=2[OH:22])=[CH:19][CH:18]=[CH:17][CH:16]=3)=[N:3]1.CO.[BH4-].[Li+].Cl>O1CCCC1.O>[O:31]=[S:2]1(=[O:1])[C:7]2[CH:8]=[CH:9][CH:10]=[CH:11][C:6]=2[NH:5][C:4]([C:12]2[C:13](=[O:30])[N:14]([NH:23][CH:24]3[CH2:28][CH2:27][CH:26]([CH3:29])[CH2:25]3)[C:15]3[C:20]([C:21]=2[OH:22])=[CH:19][CH:18]=[CH:17][CH:16]=3)=[N:3]1 |f:2.3|. Procedure details: The product of Example 236A (0.068 g, 0.16 mmol) in tetrahydrofuran (2.0 mL) and methanol (0.010 mL, 0.28 mmol) at 0° C. was treated with dropwise addition of a 2.0M solution of lithium borohydride in tetrahydrofuran (0.100 mL, 0.20 mmol). The reaction was stirred at 25° C. for 1 hour, acidified with 1M hydrochloric acid to a pH of approximately 2-4, diluted with water, and the resulting precipitate was collected by filtration and dried. The crude product was chromatographed on silica gel with d... The reactants are CC(=O)OC(C)=O, CC(=O)O, OCc1nc2ccccc2[nH]1. The product is CC(=O)OCc1nc2ccccc2[nH]1. Reaction SMILES: [CH3:12][C:13](=[O:14])[O:15][C:16](=[O:17])[CH3:18].[CH3:19][C:20](=[O:21])[OH:22].[OH:1][CH2:2][c:3]1[nH:4][c:5]2[c:6]([n:7]1)[cH:8][cH:9][cH:10][cH:11]2>>[O:1]([CH2:2][c:3]1[n:4][c:5]2[c:6]([nH:7]1)[cH:8][cH:9][cH:10][cH:11]2)[C:13]([CH3:12])=[O:14]. The reactants are Cc1ccc(-n2nc(C(C)(C)C)cc2NC(=O)Nc2cnc(N3CCNCC3)c(C)c2)cc1, CCN=C=NCCCN(C)C, CC#N, ClCCl, Cl, O=C(O)c1c(F)cccc1F, O. Yields the product Cc1ccc(-n2nc(C(C)(C)C)cc2NC(=O)Nc2cnc(N3CCN(C(=O)c4c(F)cccc4F)CC3)c(C)c2)cc1. RXN SMILES: [C:1]([CH3:2])([CH3:3])([CH3:4])[c:5]1[cH:6][c:7]([NH:17][C:18](=[O:19])[NH:20][c:21]2[cH:22][n:23][c:24]([N:28]3[CH2:29][CH2:30][NH:31][CH2:32][CH2:33]3)[c:25]([CH3:27])[cH:26]2)[n:8](-[c:10]2[cH:11][cH:12][c:13]([CH3:16])[cH:14][cH:15]2)[n:9]1.[CH3:35][N:36]([CH3:37])[CH2:38][CH2:39][CH2:40][N:41]=[C:42]=[N:43][CH2:44][CH3:45].[CH3:60][C:61]#[N:62].[Cl:57][CH2:58][Cl:59].[ClH:34].[F:46][c:47]1[c:48]([C:49](=[O:50])[OH:51])[c:52]([F:56])[cH:53][cH:54][cH:55]1.[OH2:63]>>[C:1]([CH3:2])([CH3:3])([CH3:4])[c:5]1[cH:6][c:7]([NH:17][C:18](=[O:19])[NH:20][c:21]2[cH:22][n:23][c:24]([N:28]3[CH2:29][CH2:30][N:31]([C:49]([c:48]4[c:47]([F:46])[cH:55][cH:54][cH:53][c:52]4[F:56])=[O:50])[CH2:32][CH2:33]3)[c:25]([CH3:27])[cH:26]2)[n:8](-[c:10]2[cH:11][cH:12][c:13]([CH3:16])[cH:14][cH:15]2)[n:9]1.